From a dataset of the Open Reaction Database (ORD), a public repository of structured organic reaction records. describe an organic reaction: reactants, conditions, products, and yield The reactants are C(C)OC(CC(=O)C=C1CC=CC2=CC=CC=C12)=O ((1-naphthylidene)acetoacetic acid ethyl ester), C(C)OC(CC(N)=N)=O (amidinoacetic acid ethyl ester). Solvent: C(C)O (ethanol), C(C)O (ethanol). Yields the product C(C)OC(=O)C1=C(NC(=C(C1C1=CC=CC2=CC=CC=C12)C(=O)OCC)C)N (2-amino-6-methyl-4-(1-naphthyl)-1,4-dihydropyridine-3,5-dicarboxylic acid diethyl ester). Yield: 62.0%. As a reaction SMILES: C(O[C:4](=O)[CH2:5][C:6]([CH:8]=[C:9]1[C:18]2[C:13](=[CH:14][CH:15]=[CH:16][CH:17]=2)[CH:12]=[CH:11][CH2:10]1)=O)C.[CH2:20]([O:22][C:23](=[O:28])[CH2:24][C:25](=[NH:27])[NH2:26])[CH3:21]>C(O)C>[CH2:20]([O:22][C:23]([C:24]1[CH:8]([C:9]2[C:18]3[C:13](=[CH:14][CH:15]=[CH:16][CH:17]=3)[CH:12]=[CH:11][CH:10]=2)[C:6]([C:23]([O:22][CH2:20][CH3:21])=[O:28])=[C:5]([CH3:4])[NH:27][C:25]=1[NH2:26])=[O:28])[CH3:21]. Reported procedure: Boiling a solution of 13.4 g of (1-naphthylidene)acetoacetic acid ethyl ester and 6.5 g of amidinoacetic acid ethyl ester in 100 ml of ethanol for 8 hours yields 2-amino-6-methyl-4-(1-naphthyl)-1,4-dihydropyridine-3,5-dicarboxylic acid diethyl ester of melting point 174°C (ethanol). Reactants: C(#N)C1(CCC(CC1)=O)C1=CC=CC=C1 (4-cyano-4-phenylcyclohexanone), NCCCN (1,3-diaminopropane). Reagents/catalysts: C1(=CC=C(C=C1)S(=O)(=O)O)C (p-toluenesulfonic acid). The solvent is C1=CC=CC=C1 (benzene). Conditions: temperature 0 celsius, time 3 hour. The product is C(#N)C1(CCC(CC1)NCCCN)C1=CC=CC=C1 (3-[4-Cyano-4-phenylcyclohexylamino]propylamine). Isolated yield 69.7%. Reaction SMILES: [C:1]([C:3]1([C:10]2[CH:15]=[CH:14][CH:13]=[CH:12][CH:11]=2)[CH2:8][CH2:7][C:6](=O)[CH2:5][CH2:4]1)#[N:2].[NH2:16][CH2:17][CH2:18][CH2:19][NH2:20]>C1C=CC=CC=1.C1(C)C=CC(S(O)(=O)=O)=CC=1>[C:1]([C:3]1([C:10]2[CH:15]=[CH:14][CH:13]=[CH:12][CH:11]=2)[CH2:8][CH2:7][CH:6]([NH:16][CH2:17][CH2:18][CH2:19][NH2:20])[CH2:5][CH2:4]1)#[N:2]. Procedure details: A mixture of 4-cyano-4-phenylcyclohexanone (5.0 g, 25.09 mmol) and 1,3-diaminopropane (5.58 g, 75.3 mmol) and p-toluenesulfonic acid (23 mg) in benzene (50 mL) was refluxed for 4 h in Dean-Stark trap to remove the water that formed. Solvent was evaporated and the residue was redissolved in methanol (40 mL) and cooled to 0° C. To this, sodium borohydride (6.4 5 g) was added in portions and the mixture was stirred at room temperature for 3 h. Solvent was evaporated, the residue was dissolved in di...